From a dataset of the Open Reaction Database (ORD), a public repository of structured organic reaction records. describe an organic reaction: reactants, conditions, products, and yield The product is Cc1cc(C)cc(C2(O)C(=O)N(Cc3ccccc3)c3ccccc32)c1. Starting materials: BrCc1ccccc1, CCN(CC)P1(=NC(C)(C)C)N(C)CCCN1C, Cc1cc(C)cc(C2(O)C(=O)Nc3ccccc32)c1, CC#N. Reaction SMILES: [Br:38][CH2:39][c:40]1[cH:41][cH:42][cH:43][cH:44][cH:45]1.[C:20]([N:21]=[P:22]1([N:23]([CH2:24][CH3:25])[CH2:26][CH3:27])[N:28]([CH3:29])[CH2:30][CH2:31][CH2:32][N:33]1[CH3:34])([CH3:35])([CH3:36])[CH3:37].[CH3:1][c:2]1[cH:3][c:4]([C:9]2([OH:19])[C:10](=[O:18])[NH:11][c:12]3[cH:13][cH:14][cH:15][cH:16][c:17]32)[cH:5][c:6]([CH3:8])[cH:7]1.[CH3:46][C:47]#[N:48]>>[CH3:1][c:2]1[cH:3][c:4]([C:9]2([OH:19])[C:10](=[O:18])[N:11]([CH2:39][c:40]3[cH:41][cH:42][cH:43][cH:44][cH:45]3)[c:12]3[cH:13][cH:14][cH:15][cH:16][c:17]32)[cH:5][c:6]([CH3:8])[cH:7]1. Yields the product C(C)N1N=CC=2C1=NC(=C(C2NC2CCOCC2)CNC(=O)C2=CC(=CC=C2)C(=O)NCC=2C=C(C(=CC2)C)C2=CC(=CC=C2)CN2C[C@H](N[C@H](C2)C)C)CC (N-{[1,6-Diethyl-4-(tetrahydro-2H-pyran-4-ylamino)-1H-pyrazolo[3,4-b]pyridin-5-yl]methyl}-N′-[(3′-{[(3R,5S)-3,5-dimethyl-1-piperazinyl]methyl}-6-methyl-3-biphenylyl)methyl]-1,3-benzenedicarboxamide). Solvent: C(Cl)Cl (CH2Cl2). Reported procedure: N-{[1,6-Diethyl-4-(tetrahydro-2H-pyran-4-ylamino)-1H-pyrazolo[3,4-b]pyridin-5-yl]methyl}-N′-[(3′-formyl-6-methyl-3-biphenylyl)methyl]-1,3-benzenedicarboxamide (0.033 g, 0.05 mmol), (2R,6S)-2,6-dimethylpiperazine (0.00685 g, 0.06 mmol), and acetic acid (0.0036 g, 0.06 mmol) were combined in CH2Cl2 (2 mL). Sodium triacetoxyborohydride (0.0148 g, 0.07 mmol) was added and the mixture stirred overnight at room temperature. Solvents were concentrated, and the residue taken up in EtOAc, washed with 1N ... The reactants are C(C)N1N=CC=2C1=NC(=C(C2NC2CCOCC2)CNC(=O)C2=CC(=CC=C2)C(=O)NCC=2C=C(C(=CC2)C)C2=CC(=CC=C2)C=O)CC (N-{[1,6-Diethyl-4-(tetrahydro-2H-pyran-4-ylamino)-1H-pyrazolo[3,4-b]pyridin-5-yl]methyl}-N′-[(3′-formyl-6-methyl-3-biphenylyl)methyl]-1,3-benzenedicarboxamide), C(C)(=O)O[BH-](OC(C)=O)OC(C)=O.[Na+] (Sodium triacetoxyborohydride), C[C@H]1N[C@H](CNC1)C ((2R,6S)-2,6-dimethylpiperazine), C(C)(=O)O (acetic acid). Conditions: time 8 hour. Reaction SMILES: [CH2:1]([N:3]1[C:7]2=[N:8][C:9]([CH2:48][CH3:49])=[C:10]([CH2:19][NH:20][C:21]([C:23]3[CH:28]=[CH:27][CH:26]=[C:25]([C:29]([NH:31][CH2:32][C:33]4[CH:34]=[C:35]([C:40]5[CH:45]=[CH:44][CH:43]=[C:42]([CH:46]=O)[CH:41]=5)[C:36]([CH3:39])=[CH:37][CH:38]=4)=[O:30])[CH:24]=3)=[O:22])[C:11]([NH:12][CH:13]3[CH2:18][CH2:17][O:16][CH2:15][CH2:14]3)=[C:6]2[CH:5]=[N:4]1)[CH3:2].[CH3:50][C@@H:51]1[CH2:56][NH:55][CH2:54][C@H:53]([CH3:57])[NH:52]1.C(O)(=O)C.C(O[BH-](OC(=O)C)OC(=O)C)(=O)C.[Na+]>C(Cl)Cl>[CH2:1]([N:3]1[C:7]2=[N:8][C:9]([CH2:48][CH3:49])=[C:10]([CH2:19][NH:20][C:21]([C:23]3[CH:28]=[CH:27][CH:26]=[C:25]([C:29]([NH:31][CH2:32][C:33]4[CH:34]=[C:35]([C:40]5[CH:45]=[CH:44][CH:43]=[C:42]([CH2:46][N:55]6[CH2:54][C@H:53]([CH3:57])[NH:52][C@H:51]([CH3:50])[CH2:56]6)[CH:41]=5)[C:36]([CH3:39])=[CH:37][CH:38]=4)=[O:30])[CH:24]=3)=[O:22])[C:11]([NH:12][CH:13]3[CH2:14][CH2:15][O:16][CH2:17][CH2:18]3)=[C:6]2[CH:5]=[N:4]1)[CH3:2] |f:3.4|.